This data is from the Open Reaction Database (ORD), a public repository of structured organic reaction records. The task is: describe an organic reaction: reactants, conditions, products, and yield Starting materials: [Na] (sodium), N1N=CC2=CC=CC=C12 (indazole), BrCCCN1C(C=2C(C1=O)=CC=CC2)=O (N-(3-bromopropyl)phthalimide). Run in CN(C=O)C (dimethylformamide). The product is N1(N=CC2=CC=CC=C12)CCCN1C(C=2C(C1=O)=CC=CC2)=O (N-(3-(1H-indazol-1-yl)propyl)phthalimide), NN (hydrazine). Reaction SMILES: [Na].[NH:2]1[C:10]2[C:5](=[CH:6][CH:7]=[CH:8][CH:9]=2)[CH:4]=[N:3]1.Br[CH2:12][CH2:13][CH2:14][N:15]1[C:19](=[O:20])[C:18]2=[CH:21][CH:22]=[CH:23][CH:24]=[C:17]2[C:16]1=[O:25]>CN(C)C=O>[N:2]1([CH2:12][CH2:13][CH2:14][N:15]2[C:19](=[O:20])[C:18]3=[CH:21][CH:22]=[CH:23][CH:24]=[C:17]3[C:16]2=[O:25])[C:10]2[C:5](=[CH:6][CH:7]=[CH:8][CH:9]=2)[CH:4]=[N:3]1.[NH2:2][NH2:3] |^1:0|. Procedure: The reaction of the sodium salt of indazole with N-(3-bromopropyl)phthalimide in dimethylformamide solution gives N-(3-(1H-indazol-1-yl)propyl)phthalimide, which upon treatment with hydrazine in refluxing ethanol leads to (3-(1H-indazol-1-yl)propanamine.